Dataset: the Open Reaction Database (ORD), a public repository of structured organic reaction records. Task: describe an organic reaction: reactants, conditions, products, and yield The reactants are NC1=C(SC=C1)C(=O)OC (Methyl 3-amino-2-thiophenecarboxylate), C(CC)(=N)N (propionamidine). Run at temperature 60 celsius, time 4 hour. Product: C(C)C=1N=C(C2=C(N1)C=CS2)O (2-Ethyl-4-hydroxythieno[3,2-d]pyrimidine). Yield: 12.5%. As a reaction SMILES: [NH2:1][C:2]1[CH:6]=[CH:5][S:4][C:3]=1[C:7]([O:9]C)=O.[C:11](N)(=[NH:14])[CH2:12][CH3:13]>>[CH2:12]([C:11]1[N:14]=[C:7]([OH:9])[C:3]2[S:4][CH:5]=[CH:6][C:2]=2[N:1]=1)[CH3:13]. Procedure details: Methyl 3-amino-2-thiophenecarboxylate (4.67 g,) and propionamidine (3 g,) were combined and heated in an oil both for 1/2 hour at 60° C.; 1/2 hour at 80° C.; 1/2 hour at 100° C. and finally for 4 hours at 120° C. The mixture was cooled, triturated with ether, filtered and washed with ether to obtain 0.67 g of the product; m.p. 233°-237° C. The reactants are O=c1c(-c2ccc(OCc3ccccc3)c(F)c2)cncn1Cc1ccc(Cl)cc1, O=C(O)C(F)(F)F. The product is O=c1c(-c2ccc(O)c(F)c2)cncn1Cc1ccc(Cl)cc1. As a reaction SMILES: [Cl:1][c:2]1[cH:3][cH:4][c:5]([CH2:6][n:7]2[cH:8][n:9][cH:10][c:11](-[c:14]3[cH:15][c:16]([F:28])[c:17]([O:20][CH2:21][c:22]4[cH:23][cH:24][cH:25][cH:26][cH:27]4)[cH:18][cH:19]3)[c:12]2=[O:13])[cH:29][cH:30]1.[OH:31][C:32]([C:33]([F:34])([F:35])[F:36])=[O:37]>>[Cl:1][c:2]1[cH:3][cH:4][c:5]([CH2:6][n:7]2[cH:8][n:9][cH:10][c:11](-[c:14]3[cH:15][c:16]([F:28])[c:17]([OH:20])[cH:18][cH:19]3)[c:12]2=[O:13])[cH:29][cH:30]1. Reactants: O=C(CC#N)C1=CC=NC=C1 (3-oxo-3-pyridin-4-yl-propionitrile), O.NN (hydrazine monohydrate), C(C)(=O)O (acetic acid). Run at temperature 70 celsius. Yields the product N1=CC=C(C=C1)C1=CC(=NN1)NC(C)=O (N-(5-Pyridin-4-yl-1H-pyrazol-3-yl)-acetamide). Isolated yield 56.0%. Reaction SMILES: O=[C:2]([C:6]1[CH:11]=[CH:10][N:9]=[CH:8][CH:7]=1)[CH2:3][C:4]#[N:5].[OH2:12].[NH2:13][NH2:14].[C:15](O)(=O)[CH3:16]>>[N:9]1[CH:10]=[CH:11][C:6]([C:2]2[NH:14][N:13]=[C:4]([NH:5][C:15](=[O:12])[CH3:16])[CH:3]=2)=[CH:7][CH:8]=1 |f:1.2|. Procedure: To 3-oxo-3-pyridin-4-yl-propionitrile (10.0 g, 45 mmol) in 50 mL of acetic acid was added hydrazine monohydrate (1.59 g, 50 mmol) and the solution was heated to 70° C. overnight. The resulting white precipitate was collected and washed with diethyl ether and dried in vacuum to afford: 5.1 g (56% yield) of the title compound as an acetate salt. 1H NMR d6-DMSO: 10.90-10.60 (1H, vbs) 8.60-8.59 (2H, d), 7.71-7.70 (2H, d), 7.15-6.90 (1H, br s), 2.03 (3H, s), 1.87 (3H, s). FIA MS: MH+203.1, M−201.2.